From a dataset of the Open Reaction Database (ORD), a public repository of structured organic reaction records. describe an organic reaction: reactants, conditions, products, and yield Solvent: CO (methanol), CO (methanol). Yields the product C(C)C1=CC=C(C=C1)C1CC(=CC(C1)=O)O (5-(4-Ethylphenyl)-3-hydroxy-2-cyclohexen-1-one). RXN SMILES: [CH2:1]([C:3]1[CH:8]=[CH:7][C:6]([CH:9]=[CH:10][C:11](=[O:13])[CH3:12])=[CH:5][CH:4]=1)[CH3:2].C(OC)(=O)[CH2:15][C:16](OC)=[O:17].C[O-].[Na+]>CO>[CH2:1]([C:3]1[CH:8]=[CH:7][C:6]([CH:9]2[CH2:10][C:11](=[O:13])[CH:12]=[C:16]([OH:17])[CH2:15]2)=[CH:5][CH:4]=1)[CH3:2] |f:2.3|. Starting materials: C(CC(=O)OC)(=O)OC (dimethyl malonate), C(C)C1=CC=C(C=C1)C=CC(C)=O (4-(4-ethylphenyl)-3-buten-2-one), C[O-].[Na+] (sodium methylate). Procedure details: 144 g (0.83 mol) of 4-(4-ethylphenyl)-3-buten-2-one dissolved in a small amount of methanol is dripped into 109 g (0.83 mol) of dimethyl malonate and 45 g (0.83 mol) of sodium methylate in 40 ml of methanol. The mixture is stirred at reflux for 3 hours and for 10 hours at room temperature. The methanol is distilled off, and the residue is taken up in 2 liters of 10% strength potassium hydroxide solution and stirred for 8 hours at room temperature. At 60° C., the mixture is acidified to pH 1 with... Reactants: CCCCCCCC1OC1CO, Cl, O=[Cr](=O)([O-])O[Cr](=O)(=O)[O-], CN(C)C=O, O, c1cc[nH+]cc1, c1cc[nH+]cc1. Yields the product CCCCCCCC1OC1C(=O)O. RXN SMILES: [CH2:1]([CH2:2][CH2:3][CH2:4][CH2:5][CH2:6][CH3:7])[CH:8]1[CH:9]([CH2:11][OH:12])[O:10]1.[ClH:40].[Cr:13](=[O:14])([O:15][Cr:16]([O-:17])(=[O:18])=[O:19])([O-:20])=[O:21].[O:34]=[CH:35][N:36]([CH3:37])[CH3:38].[OH2:39].[nH+:22]1[cH:23][cH:24][cH:25][cH:26][cH:27]1.[nH+:28]1[cH:29][cH:30][cH:31][cH:32][cH:33]1>>[CH2:1]([CH2:2][CH2:3][CH2:4][CH2:5][CH2:6][CH3:7])[CH:8]1[CH:9]([C:11](=[O:12])[OH:14])[O:10]1. Starting materials: CC1N(CCC1)C1=CC=CC(=N1)NC=1C=2N(N=C(C1)C=1C=C(C(=O)O)C=CC1)C=CN2 (3-(8-(6-(2-Methylpyrrolidin-1-yl)pyridin-2-ylamino)imidazo[1,2-b]pyridazin-6-yl)benzoic acid), NC1=CC=C(C(=O)OC(C)(C)C)C=C1 (tert-butyl 4-aminobenzoate), CCN=C=NCCCN(C)C (EDCI), CN1C=NC=C1 (N-methyl-imidazole). Solvent: ClCCl (dichloromethane). Run at time 16 hour. Yields the product CC1N(CCC1)C1=CC=CC(=N1)NC=1C=2N(N=C(C1)C=1C=C(C(=O)NC3=CC=C(C(=O)OC(C)(C)C)C=C3)C=CC1)C=CN2 (tert-butyl 4-(3-(8-(6-(2-methylpyrrolidin-1-yl)pyridin-2-ylamino)imidazo[1,2-b]pyridazin-6-yl)benzamido)benzoate). Yield: 60.8%. Reaction SMILES: [CH3:1][CH:2]1[CH2:6][CH2:5][CH2:4][N:3]1[C:7]1[N:12]=[C:11]([NH:13][C:14]2[C:15]3[N:16]([CH:29]=[CH:30][N:31]=3)[N:17]=[C:18]([C:20]3[CH:21]=[C:22]([CH:26]=[CH:27][CH:28]=3)[C:23](O)=[O:24])[CH:19]=2)[CH:10]=[CH:9][CH:8]=1.[NH2:32][C:33]1[CH:45]=[CH:44][C:36]([C:37]([O:39][C:40]([CH3:43])([CH3:42])[CH3:41])=[O:38])=[CH:35][CH:34]=1.CCN=C=NCCCN(C)C.CN1C=CN=C1>ClCCl>[CH3:1][CH:2]1[CH2:6][CH2:5][CH2:4][N:3]1[C:7]1[N:12]=[C:11]([NH:13][C:14]2[C:15]3[N:16]([CH:29]=[CH:30][N:31]=3)[N:17]=[C:18]([C:20]3[CH:21]=[C:22]([CH:26]=[CH:27][CH:28]=3)[C:23]([NH:32][C:33]3[CH:45]=[CH:44][C:36]([C:37]([O:39][C:40]([CH3:41])([CH3:42])[CH3:43])=[O:38])=[CH:35][CH:34]=3)=[O:24])[CH:19]=2)[CH:10]=[CH:9][CH:8]=1. Procedure: A mixture of 3-(8-(6-(2-Methylpyrrolidin-1-yl)pyridin-2-ylamino)imidazo[1,2-b]pyridazin-6-yl)benzoic acid (49 mg, 0.12 mmol), tert-butyl 4-aminobenzoate (23 mg, 0.12 mmol), EDCI (92 mg, 0.48 mmol), N-methyl-imidazole (40 mg, 0.48 mmol) and dichloromethane (3 mL) was stirred at room temperature for 16 h. The solution was concentrated in vacuo and the residue was purified by chromatography (silica gel, 200-300 mesh, CH2Cl2:MeOH=40:1˜100:1) to give tert-butyl 4-(3-(8-(6-(2-methylpyrrolidin-1-yl)pyr... The reactants are CC(C)(C)OC(=O)N1CCNCC1, CCN=C=NCCCN(C)C, CN1CCc2c(c3cc(Cl)ccc3n2CC(=O)O)C1, ClCCl, Cl. Yields the product CN1CCc2c(c3cc(Cl)ccc3n2CC(=O)N2CCN(C(=O)OC(C)(C)C)CC2)C1. Reaction SMILES: [C:32](=[O:33])([O:34][C:35]([CH3:36])([CH3:37])[CH3:38])[N:39]1[CH2:40][CH2:41][NH:42][CH2:43][CH2:44]1.[CH3:20][CH2:21][N:22]=[C:23]=[N:24][CH2:25][CH2:26][CH2:27][N:28]([CH3:29])[CH3:30].[Cl:1][c:2]1[cH:3][c:4]2[c:5]3[c:6]([n:7]([CH2:11][C:12](=[O:13])[OH:14])[c:8]2[cH:9][cH:10]1)[CH2:15][CH2:16][N:17]([CH3:19])[CH2:18]3.[Cl:45][CH2:46][Cl:47].[ClH:31]>>[Cl:1][c:2]1[cH:3][c:4]2[c:5]3[c:6]([n:7]([CH2:11][C:12](=[O:14])[N:42]4[CH2:41][CH2:40][N:39]([C:32](=[O:33])[O:34][C:35]([CH3:36])([CH3:37])[CH3:38])[CH2:44][CH2:43]4)[c:8]2[cH:9][cH:10]1)[CH2:15][CH2:16][N:17]([CH3:19])[CH2:18]3. The reactants are ClC1=NC=C(C(=N1)N[C@@H]1C[C@@H](CCC1)N)F ((1S,3R)—N1-(2-chloro-5-fluoro-pyrimidin-4-yl)cyclohexane-1,3-diamine), 70a, C(C)(C)(C)OC(=O)N=C(N1N=CC=C1)NC(OC(C)(C)C)=O (tert-butyl N—(N-tert-butoxycarbonyl-C-pyrazol-1-yl-carbonimidoyl)carbamate). The solvent is C(Cl)Cl (CH2Cl2). Run at time 2 day. Yields the product C(C)(C)(C)OC(=O)NC(N[C@H]1C[C@H](CCC1)NC1=NC(=NC=C1F)Cl)=NC(OC(C)(C)C)=O (tert-butyl (tert-butoxycarbonylamino)((1R,3S)-3-(2-chloro-5-fluoropyrimidin-4-ylamino)cyclohexylamino)methylenecarbamate). Reaction SMILES: [Cl:1][C:2]1[N:7]=[C:6]([NH:8][C@H:9]2[CH2:14][CH2:13][CH2:12][C@@H:11]([NH2:15])[CH2:10]2)[C:5]([F:16])=[CH:4][N:3]=1.[C:17]([O:21][C:22]([N:24]=[C:25]([NH:31][C:32](=[O:38])[O:33][C:34]([CH3:37])([CH3:36])[CH3:35])N1C=CC=N1)=[O:23])([CH3:20])([CH3:19])[CH3:18]>C(Cl)Cl>[C:34]([O:33][C:32]([NH:31][C:25](=[N:24][C:22](=[O:23])[O:21][C:17]([CH3:20])([CH3:19])[CH3:18])[NH:15][C@@H:11]1[CH2:12][CH2:13][CH2:14][C@H:9]([NH:8][C:6]2[C:5]([F:16])=[CH:4][N:3]=[C:2]([Cl:1])[N:7]=2)[CH2:10]1)=[O:38])([CH3:37])([CH3:36])[CH3:35]. Procedure details: To a solution of (1S,3R)—N1-(2-chloro-5-fluoro-pyrimidin-4-yl)cyclohexane-1,3-diamine, 70a, (0.122 g, 0.500 mmol) in CH2Cl2 (10 mL) was added tert-butyl N—(N-tert-butoxycarbonyl-C-pyrazol-1-yl-carbonimidoyl)carbamate (0.155 g, 0.500 mmol). The reaction mixture was stirred at room temperature for 2 days. The reaction mixture was concentrated in vacuo and used without further purification: 1H NMR (300 MHz, CDCl3) δ 11.51 (s, 3H), 8.29 (d, J=8.3 Hz, 3H), 7.88 (d, J=2.8 Hz, 3H), 5.01 (d, J=7.4 Hz, 3...